Dataset: the Open Reaction Database (ORD), a public repository of structured organic reaction records. Task: describe an organic reaction: reactants, conditions, products, and yield Reactants: ClCCl, CCC(O)c1ccn(-c2ccccc2)n1. Product: CCC(=O)c1ccn(-c2ccccc2)n1. RXN SMILES: [Cl:16][CH2:17][Cl:18].[c:1]1(-[n:7]2[n:8][c:9]([CH:12]([CH2:13][CH3:14])[OH:15])[cH:10][cH:11]2)[cH:2][cH:3][cH:4][cH:5][cH:6]1>>[c:1]1(-[n:7]2[n:8][c:9]([C:12]([CH2:13][CH3:14])=[O:15])[cH:10][cH:11]2)[cH:2][cH:3][cH:4][cH:5][cH:6]1. The reactants are CN1N=C(C=C1NC=1C(C(=O)O)=CC=CC1)C (N-(1,3-dimethyl-pyrazol-5-yl)anthranilic acid), O=P(Cl)(Cl)Cl (POCl3), [NH4+].[OH-] (NH4OH). Solvent: ice water. Product: CN1N=C(C=2C1=NC1=CC=CC=C1C2Cl)C (1,3-dimethyl-4-chloro-1H-pyrazolo [3,4-b]quinoline). As a reaction SMILES: [CH3:1][N:2]1[C:6]([NH:7][C:8]2[C:9](=[CH:13][CH:14]=[CH:15][CH:16]=2)[C:10](O)=O)=[CH:5][C:4]([CH3:17])=[N:3]1.O=P(Cl)(Cl)[Cl:20].[NH4+].[OH-]>>[CH3:1][N:2]1[C:6]2=[N:7][C:8]3[C:9]([C:10]([Cl:20])=[C:5]2[C:4]([CH3:17])=[N:3]1)=[CH:13][CH:14]=[CH:15][CH:16]=3 |f:2.3|. Procedure details: A mixture of N-(1,3-dimethyl-pyrazol-5-yl)anthranilic acid (7 g, 0.03 mol) and POCl3 (40 ml) was heated on a steam bath for 3 hours. The reaction mixture was then poured into ice-water (600 ml) and then basified with NH4OH. The mixture was extracted with ether (3×200 ml) and the combined ether layers were dried over MgSO4 and evaporated to afford 7.0 g of 1,3-dimethyl-4-chloro-1H-pyrazolo [3,4-b]quinoline, m.p. 127-129° C. Reactants: ClC1=NC=CC(=N1)OCC (2-chloro-4-ethoxypyrimidine), N1CC(CC1)O (pyrrolidin-3-ol). Product: C(C)OC1=NC(=NC=C1)N1CC(CC1)O (1-(4-Ethoxypyrimidin-2-yl)pyrrolidin-3-ol). As a reaction SMILES: Cl[C:2]1[N:7]=[C:6]([O:8][CH2:9][CH3:10])[CH:5]=[CH:4][N:3]=1.[NH:11]1[CH2:15][CH2:14][CH:13]([OH:16])[CH2:12]1>>[CH2:9]([O:8][C:6]1[CH:5]=[CH:4][N:3]=[C:2]([N:11]2[CH2:15][CH2:14][CH:13]([OH:16])[CH2:12]2)[N:7]=1)[CH3:10]. Procedure: The title compound was prepared as described in Example 555, Step 2 using 2-chloro-4-ethoxypyrimidine (2.4 g, 15 mol) and pyrrolidin-3-ol (1.6 g, 18 mmol) as the starting materials. The reactants are C(CCCCC)N1C(C(=C(C2=CC(=CC=C12)C)OC)CO)=O (1 -Hexyl-3-Hydroxymethyl-4-Methoxy-6-Methyl-2(1H)-Quinolinone), C(Br)(Br)(Br)Br (carbon tetrabromide), C1(=CC=CC=C1)P(C1=CC=CC=C1)C1=CC=CC=C1 (triphenylphosphine). Solvent: C(Cl)Cl (methylene chloride). Conditions: time 5 minute. Product: C(CCCCC)N1C(C(=C(C2=CC(=CC=C12)C)OC)CBr)=O (1-hexyl-3-bromomethyl-4-methoxy-6-methyl-2(1H)-quinolinone). RXN SMILES: [CH2:1]([N:7]1[C:16]2[C:11](=[CH:12][C:13]([CH3:17])=[CH:14][CH:15]=2)[C:10]([O:18][CH3:19])=[C:9]([CH2:20]O)[C:8]1=[O:22])[CH2:2][CH2:3][CH2:4][CH2:5][CH3:6].C(Br)(Br)(Br)[Br:24].C1(P(C2C=CC=CC=2)C2C=CC=CC=2)C=CC=CC=1>C(Cl)Cl>[CH2:1]([N:7]1[C:16]2[C:11](=[CH:12][C:13]([CH3:17])=[CH:14][CH:15]=2)[C:10]([O:18][CH3:19])=[C:9]([CH2:20][Br:24])[C:8]1=[O:22])[CH2:2][CH2:3][CH2:4][CH2:5][CH3:6]. Procedure: A solution of 1 -hexyl-3-hydroxymethyl-4-methoxy-6-methyl-2(1H)-quinolinone (Example 12, 0.6 g) in methylene chloride (12 ml) containing carbon tetrabromide (1 g) was treated with triphenylphosphine (0.87 g) and stirred at ice bath temperature for 5mins and then at room temperature for hr. The reaction mixture was then evaporated under reduced pressure and the crude product was chromatographed on silica-gel (25 g). Elution with ether-hexane gave 1-hexyl-3-bromomethyl-4-methoxy-6-methyl-2(1H)-qui... The reactants are N(=[N+]=[N-])CC1CC=2C(=C3C=CC(NC3=C(C2)C)=O)O1 (2-Azidomethyl-5-methyl-2,3,6,7-tetrahydrofuro[2,3-f]quinoline-7-one), [H][H] (hydrogen). Reagents/catalysts: [Pd] (palladium-on-carbon). Solvent: CN(C=O)C (dimethylformamide). Product: NCC1CC=2C(=C3C=CC(NC3=C(C2)C)=O)O1 (2-Aminomethyl-5-methyl-2,3,6,7-tetrahydrofuro[2,3-f]quinoline-7-one). Yield: 102.6%. As a reaction SMILES: [N:1]([CH2:4][CH:5]1[O:19][C:8]2=[C:9]3[C:14](=[C:15]([CH3:17])[CH:16]=[C:7]2[CH2:6]1)[NH:13][C:12](=[O:18])[CH:11]=[CH:10]3)=[N+]=[N-].[H][H]>CN(C)C=O.[Pd]>[NH2:1][CH2:4][CH:5]1[O:19][C:8]2=[C:9]3[C:14](=[C:15]([CH3:17])[CH:16]=[C:7]2[CH2:6]1)[NH:13][C:12](=[O:18])[CH:11]=[CH:10]3. Procedure details: 2-Azidomethyl-5-methyl-2,3,6,7-tetrahydrofuro[2,3-f]quinoline-7-one (759 mg) was dissolved in dimethylformamide (20 ml). To the solution, 10% palladium-on-carbon (455 mg) was added, and the solution was hydrogenated in the atmosphere of hydrogen at ambient temperature and under atmospheric pressure. After completion of the reaction, the catalyst was filtered off. When the solvent was evaporated, 0.7 g of the title compound was obtained as a crude product. This product was purified by silica gel ... Procedure details: To a mixture of 3-(5-amino-3-tert-butyl-pyrazol-1-yl)-N-(2-methoxyethyl)benzene sulfonamide (940 mg, 2.67 mmol) and solid sodium carbonate (493 mg, 5.87 mmol, 2.2 eq) in anhydrous THF was slowly added phenylchloroformate (0.40 mL, 3.20 mmol, 1.2 eq), and the reaction mixture was stirred at room temperature under nitrogen for 6 h. The reaction mixture was poured into ethyl acetate, and then the organic phase was separated and washed with water and brine, dried over Na2SO4, filtered, and concentra... The product is C1(=CC=CC=C1)OC(NC=1N(N=C(C1)C(C)(C)C)C1=CC(=CC=C1)S(NCCOC)(=O)=O)=O ({5-tert-butyl-2-[3-(2-methoxyethylsulfamoyl)-phenyl]-2H-pyrazol-3-yl}-carbamic acid phenyl ester). Conditions: time 6 hour. Reactants: C(C)(=O)OCC (ethyl acetate), NC1=CC(=NN1C=1C=C(C=CC1)S(=O)(=O)NCCOC)C(C)(C)C (3-(5-amino-3-tert-butyl-pyrazol-1-yl)-N-(2-methoxyethyl)benzene sulfonamide), C([O-])([O-])=O.[Na+].[Na+] (sodium carbonate), C1(=CC=CC=C1)OC(=O)Cl (phenylchloroformate). Yield: 70.3%. Solvent: C1CCOC1 (THF). As a reaction SMILES: [NH2:1][C:2]1[N:6]([C:7]2[CH:8]=[C:9]([S:13]([NH:16][CH2:17][CH2:18][O:19][CH3:20])(=[O:15])=[O:14])[CH:10]=[CH:11][CH:12]=2)[N:5]=[C:4]([C:21]([CH3:24])([CH3:23])[CH3:22])[CH:3]=1.C(=O)([O-])[O-].[Na+].[Na+].[C:31]1([O:37][C:38](Cl)=[O:39])[CH:36]=[CH:35][CH:34]=[CH:33][CH:32]=1.C(OCC)(=O)C>C1COCC1>[C:31]1([O:37][C:38](=[O:39])[NH:1][C:2]2[N:6]([C:7]3[CH:12]=[CH:11][CH:10]=[C:9]([S:13](=[O:14])(=[O:15])[NH:16][CH2:17][CH2:18][O:19][CH3:20])[CH:8]=3)[N:5]=[C:4]([C:21]([CH3:24])([CH3:23])[CH3:22])[CH:3]=2)[CH:36]=[CH:35][CH:34]=[CH:33][CH:32]=1 |f:1.2.3|. The reactants are FC1=CC=C2\C(\C(NC2=C1)=O)=C\1/OC(C(=C1)C1=CC(=NC=C1)F)(C)C ((3E)-6-fluoro-3-[4-(2-fluoropyridin-4-yl)-5,5-dimethylfuran-2(5H)-ylidene]-1,3-dihydro-2H-indol-2-one), N1(CCNCC1)CCOCCO (2-(2-(piperazin-1-yl)ethoxy)ethanol), O (water). Run in CS(=O)C (DMSO). Conditions: temperature 105 celsius. The product is FC1=CC=C2\C(\C(NC2=C1)=O)=C\1/OC(C(=C1)C1=CC(=NC=C1)N1CCN(CC1)CCOCCO)(C)C ((3E)-6-fluoro-3-[4-(2-{4-[2-(2-hydroxyethoxy)ethyl]piperazin-1-yl}pyridin-4-yl)-5,5-dimethylfuran-2(5H)-ylidene]-1,3-dihydro-2H-indol-2-one). As a reaction SMILES: [F:1][C:2]1[CH:10]=[C:9]2[C:5](/[C:6](=[C:12]3\[O:13][C:14]([CH3:25])([CH3:24])[C:15]([C:17]4[CH:22]=[CH:21][N:20]=[C:19](F)[CH:18]=4)=[CH:16]\3)/[C:7](=[O:11])[NH:8]2)=[CH:4][CH:3]=1.[N:26]1([CH2:32][CH2:33][O:34][CH2:35][CH2:36][OH:37])[CH2:31][CH2:30][NH:29][CH2:28][CH2:27]1.O>CS(C)=O>[F:1][C:2]1[CH:10]=[C:9]2[C:5](/[C:6](=[C:12]3\[O:13][C:14]([CH3:24])([CH3:25])[C:15]([C:17]4[CH:22]=[CH:21][N:20]=[C:19]([N:29]5[CH2:28][CH2:27][N:26]([CH2:32][CH2:33][O:34][CH2:35][CH2:36][OH:37])[CH2:31][CH2:30]5)[CH:18]=4)=[CH:16]\3)/[C:7](=[O:11])[NH:8]2)=[CH:4][CH:3]=1. Reported procedure: A mixture of (3E)-6-fluoro-3-[4-(2-fluoropyridin-4-yl)-5,5-dimethylfuran-2(5H)-ylidene]-1,3-dihydro-2H-indol-2-one (50 mg, 0.15 mmol) and 2-(2-(piperazin-1-yl)ethoxy)ethanol (50 mg, 0.29 mmol) in 2 mL of DMSO was heated in 105° C. bath for 6 hours. The mixture was cooled to room temp and poured into 100 mL of water. The precipitates were filtered, washed with water and dried in vacuo to give (3E)-6-fluoro-3-[4-(2-{4-[2-(2-hydroxyethoxy)ethyl]piperazin-1-yl}pyridin-4-yl)-5,5-dimethylfuran-2(5H)-y...